From a dataset of the Open Reaction Database (ORD), a public repository of structured organic reaction records. describe an organic reaction: reactants, conditions, products, and yield Reactants: N#Cc1cccc(B(O)O)c1, CC(=O)[O-], CC(=O)[O-], Cc1ccc(S(=O)(=O)n2ccc3c2ncc2nnc(C4CC(N)CC4C)n23)cc1, CC#N, CCN(C(C)C)C(C)C, ClCCl, [Cu+2], O. The product is Cc1ccc(S(=O)(=O)n2ccc3c2ncc2nnc(C4CC(Nc5cccc(C#N)c5)CC4C)n23)cc1. RXN SMILES: [C:1](#[N:2])[c:3]1[cH:4][c:5]([B:9]([OH:10])[OH:11])[cH:6][cH:7][cH:8]1.[C:57]([O-:58])(=[O:59])[CH3:60].[C:62]([O-:63])(=[O:64])[CH3:65].[CH3:12][CH:13]1[CH2:14][CH:15]([NH2:40])[CH2:16][CH:17]1[c:18]1[n:19][n:20][c:21]2[n:22]1[c:23]1[c:24]([n:25][cH:26]2)[n:27]([S:30](=[O:31])(=[O:32])[c:33]2[cH:34][cH:35][c:36]([CH3:37])[cH:38][cH:39]2)[cH:28][cH:29]1.[CH3:53][C:54]#[N:55].[CH:41]([N:42]([CH2:43][CH3:44])[CH:45]([CH3:46])[CH3:47])([CH3:48])[CH3:49].[Cl:50][CH2:51][Cl:52].[Cu+2:61].[OH2:56]>>[C:1](#[N:2])[c:3]1[cH:4][c:5]([NH:40][CH:15]2[CH2:14][CH:13]([CH3:12])[CH:17]([c:18]3[n:19][n:20][c:21]4[n:22]3[c:23]3[c:24]([n:25][cH:26]4)[n:27]([S:30](=[O:31])(=[O:32])[c:33]4[cH:34][cH:35][c:36]([CH3:37])[cH:38][cH:39]4)[cH:28][cH:29]3)[CH2:16]2)[cH:6][cH:7][cH:8]1.